From a dataset of the Open Reaction Database (ORD), a public repository of structured organic reaction records. describe an organic reaction: reactants, conditions, products, and yield The reactants are FC1=C(C=C(C=C1)N)N1CCOCC1 (4-Fluoro-3-morpholin-4-yl-phenylamine), CS(=O)C1=NN2C(C=N1)=CC=C2C2=C(C=CC=C2)N(S(=O)(=O)C)C (N-[2-(2-Methanesulfinyl-pyrrolo[2,1-f][1,2,4]triazin-7-yl)-phenyl]-N-methyl-methanesulfonamide), C(C)(C)N(C(C)C)CC (N,N-Diisopropylethylamine), COCC(C)O (1-Methoxy-2-propanol). Product: FC1=C(C=C(C=C1)NC1=NN2C(C=N1)=CC=C2C2=C(C=CC=C2)N(S(=O)(=O)C)C)N2CCOCC2 (N-{2-[2-(4-Fluoro-3-morpholin-4-yl-phenylamino)-pyrrolo[2,1-f][1,2,4]triazin-7-yl]-phenyl}-N-methyl-methanesulfonamide). The yield is 37.7%. As a reaction SMILES: [F:1][C:2]1[CH:7]=[CH:6][C:5]([NH2:8])=[CH:4][C:3]=1[N:9]1[CH2:14][CH2:13][O:12][CH2:11][CH2:10]1.CS([C:18]1[N:23]=[CH:22][C:21]2=[CH:24][CH:25]=[C:26]([C:27]3[CH:32]=[CH:31][CH:30]=[CH:29][C:28]=3[N:33]([CH3:38])[S:34]([CH3:37])(=[O:36])=[O:35])[N:20]2[N:19]=1)=O.C(N(CC)C(C)C)(C)C.COCC(O)C>>[F:1][C:2]1[CH:7]=[CH:6][C:5]([NH:8][C:18]2[N:23]=[CH:22][C:21]3=[CH:24][CH:25]=[C:26]([C:27]4[CH:32]=[CH:31][CH:30]=[CH:29][C:28]=4[N:33]([CH3:38])[S:34]([CH3:37])(=[O:36])=[O:35])[N:20]3[N:19]=2)=[CH:4][C:3]=1[N:9]1[CH2:10][CH2:11][O:12][CH2:13][CH2:14]1. Procedure details: 4-Fluoro-3-morpholin-4-yl-phenylamine (50.0 mg, 0.255 mmol), N-[2-(2-Methanesulfinyl-pyrrolo[2,1-f][1,2,4]triazin-7-yl)-phenyl]-N-methyl-methanesulfonamide (46.4 mg, 0.127 mmol) and N,N-Diisopropylethylamine (0.0666 mL, 0.382 mmol) were dissolved in 1-Methoxy-2-propanol (0.50 mL, 5.1 mmol). The reaction was irradiated at 300 watts, 200° C. for 20 minutes or until HPLC showed consumption of starting material. The reaction mixture was then reduced and the crude residue was isolated and purified by... Reported procedure: Prepared similarly to Example 14 from 2-(butyloxy)-8-(methyloxy)-9-[5-(4-piperidinyl)pentyl]-9H-purin-6-amine and 1-iodobutane. Starting materials: C(CCC)OC1=NC(=C2N=C(N(C2=N1)CCCCCC1CCNCC1)OC)N (2-(butyloxy)-8-(methyloxy)-9-[5-(4-piperidinyl)pentyl]-9H-purin-6-amine), ICCCC (1-iodobutane). Reaction SMILES: [CH2:1]([O:5][C:6]1[N:14]=[C:13]2[C:9]([N:10]=[C:11]([O:26]C)[N:12]2[CH2:15][CH2:16][CH2:17][CH2:18][CH2:19][CH:20]2[CH2:25][CH2:24][NH:23][CH2:22][CH2:21]2)=[C:8]([NH2:28])[N:7]=1)[CH2:2][CH2:3][CH3:4].I[CH2:30][CH2:31][CH2:32][CH3:33]>>[NH2:28][C:8]1[N:7]=[C:6]([O:5][CH2:1][CH2:2][CH2:3][CH3:4])[N:14]=[C:13]2[C:9]=1[NH:10][C:11](=[O:26])[N:12]2[CH2:15][CH2:16][CH2:17][CH2:18][CH2:19][CH:20]1[CH2:21][CH2:22][N:23]([CH2:30][CH2:31][CH2:32][CH3:33])[CH2:24][CH2:25]1. Yields the product NC1=C2NC(N(C2=NC(=N1)OCCCC)CCCCCC1CCN(CC1)CCCC)=O (6-Amino-2-(butyloxy)-9-[5-(1-butyl-4-piperidinyl)pentyl]-7,9-dihydro-8H-purin-8-one). The product is CNC1=C(C=C(C(=O)OC)C=C1)[N+](=O)[O-] (Methyl 4-methylamino-3-nitrobenzoate). The solvent is CO (MeOH). The reactants are Cl (HCl), CNC1=C(C=C(C(=O)O)C=C1)[N+](=O)[O-] (4-methylamino-3-nitrobenzoic acid), CN(C)C=O (DMF). Procedure: HCl was bubbled through a mixture of 4-methylamino-3-nitrobenzoic acid (7.41 g, 37.8 mmol), DMF (60 mL) and MeOH (250 mL) at reflux for 10 h. The mixture was allowed to cool, filtered and concentrated. NaHCO3 (aq, sat) was added to the residue which was extracted with EtOAc. The combined extracts were washed with brine, dried and concentrated to give the sub-title compound. Reaction SMILES: Cl.[CH3:2][NH:3][C:4]1[CH:12]=[CH:11][C:7]([C:8]([OH:10])=[O:9])=[CH:6][C:5]=1[N+:13]([O-:15])=[O:14].[CH3:16]N(C=O)C>CO>[CH3:2][NH:3][C:4]1[CH:12]=[CH:11][C:7]([C:8]([O:10][CH3:16])=[O:9])=[CH:6][C:5]=1[N+:13]([O-:15])=[O:14]. Reaction SMILES: [CH2:1]([CH3:2])[O:3][c:4]1[c:5](-[c:13]2[nH:14][c:15](=[O:26])[c:16]3[c:17]([n:18]2)[c:19]([CH2:23][CH2:24][CH3:25])[n:20][n:21]3[CH3:22])[cH:6][c:7]([N+:10]([O-:11])=[O:12])[cH:8][cH:9]1.[CH3:27][CH2:28][OH:29]>>[CH2:1]([CH3:2])[O:3][c:4]1[c:5](-[c:13]2[nH:14][c:15](=[O:26])[c:16]3[c:17]([n:18]2)[c:19]([CH2:23][CH2:24][CH3:25])[n:20][n:21]3[CH3:22])[cH:6][c:7]([NH2:10])[cH:8][cH:9]1. Product: CCCc1nn(C)c2c(=O)[nH]c(-c3cc(N)ccc3OCC)nc12. Reactants: CCCc1nn(C)c2c(=O)[nH]c(-c3cc([N+](=O)[O-])ccc3OCC)nc12, CCO. Reactants: C(CCCCCC)N=C=S (n-heptyl isothiocyanate), C(C1=CC=CO1)N (furfuryl amine). Solvent: C1=CC=CC=C1 (benzene). Product: C(CCCCCC)NC(=S)NCC1=CC=CO1 (1-n-heptyl-3-furfuryl thiourea). Reaction SMILES: [CH2:1]([N:8]=[C:9]=[S:10])[CH2:2][CH2:3][CH2:4][CH2:5][CH2:6][CH3:7].[CH2:11]([NH2:17])[C:12]1[O:16][CH:15]=[CH:14][CH:13]=1>C1C=CC=CC=1>[CH2:1]([NH:8][C:9]([NH:17][CH2:11][C:12]1[O:16][CH:15]=[CH:14][CH:13]=1)=[S:10])[CH2:2][CH2:3][CH2:4][CH2:5][CH2:6][CH3:7]. Procedure: To a mixture of 3.1 grams (0.02 mole) of n-heptyl isothiocyanate and 25 milliliters of benzene was added 1.77 milliliters (0.02 mole) of furfuryl amine. The mixture was refluxed for 30 minutes on a steam bath and then evaporated under vacuum to yield 1-n-heptyl-3-furfuryl thiourea. The product was cooled and 4.1 grams (0.02 mole) of bromoethylamine hydrobromide and 25 milliliters of ethanol 2B was added. The resulting mixture was refluxed on a steam bath overnight. The solid product was removed ... The reactants are C(C)(=O)NN (acetylhydrazine), ClC(C(OC)=N)(Cl)Cl (methyl 2,2,2-trichloroacetimidate). Solvent: C1(=CC=CC=C1)C (toluene), petroleum ether. Run at time 16 hour. Product: ClC(C(=N)NNC(C)=O)(Cl)Cl (1-Trichloroacetimidoyl-2-Acetylhydrazine). Reaction SMILES: [C:1]([NH:4][NH2:5])(=[O:3])[CH3:2].[Cl:6][C:7]([Cl:13])([Cl:12])[C:8](=[NH:11])OC>C1(C)C=CC=CC=1>[Cl:6][C:7]([Cl:13])([Cl:12])[C:8]([NH:5][NH:4][C:1](=[O:3])[CH3:2])=[NH:11]. Reported procedure: A mixture of 5.0 g (0.07 mole) acetylhydrazine and 20 ml (28.5 g, 0.16 mole) methyl 2,2,2-trichloroacetimidate was stirred 16 hours at room temperature. The resulting solid was recrystallized from toluene to yield 7.3 g. Addition of petroleum ether to the filtrate gave another 1.5 g. The total yield was 8.8 g (59%; mp 130°-132° C.). An analytical sample (mp 131°-132° C.) was prepared by recrystallization from toluene. The structure was confirmed via infrared and elemental analysis. The product is C(C)OC(C(CC#C)(C)C)=O (2,2-Dimethyl-pent-4-ynoic acid ethyl ester). Conditions: temperature 0 celsius, time 1 hour. Isolated yield 92.4%. Reported procedure: A solution of 22.0 ml (2.0 M in THF/n-heptane/ethylbenzene, 44 mmol) LDA in 40 ml THF was treated during 10 min at −78° C. with 5.47 ml (40 mmol) ethyl isobutyrate in 4.7 ml THF. After 1 h at this temperature, a solution of 4.90 ml (80% by weight in toluene, 44 mmol) of propargyl bromide in 7.5 ml THF was added dropwise. The solution was naturally warmed to 0° C. and after 2 h treated carefully with aqueous 10% KHSO4 and extracted with ether (three times). The organic phases were washed with aqu... RXN SMILES: [Li+].CC([N-][CH:6]([CH3:8])[CH3:7])C.[C:9]([O:14][CH2:15][CH3:16])(=[O:13])C(C)C.[CH2:17](Br)[C:18]#[CH:19].OS([O-])(=O)=O.[K+]>C1COCC1>[CH2:15]([O:14][C:9](=[O:13])[C:6]([CH3:7])([CH3:8])[CH2:19][C:18]#[CH:17])[CH3:16] |f:0.1,4.5|. Run in C1CCOC1 (THF), C1CCOC1 (THF), C1CCOC1 (THF). Reactants: C(C#C)Br (propargyl bromide), [Li+].CC(C)[N-]C(C)C (LDA), C(C(C)C)(=O)OCC (ethyl isobutyrate), OS(=O)(=O)[O-].[K+] (KHSO4). The reactants are B, CSC, CO, O=C(O)C1CCc2cc([N+](=O)[O-])ccc2O1, C1CCOC1. Product: O=[N+]([O-])c1ccc2c(c1)CCC(CO)O2. As a reaction SMILES: [BH3:20].[CH3:17][S:18][CH3:19].[CH3:21][OH:22].[N+:1](=[O:2])([O-:3])[c:4]1[cH:5][cH:6][c:7]2[c:8]([cH:16]1)[CH2:9][CH2:10][CH:11]([C:13](=[O:14])[OH:15])[O:12]2.[O:23]1[CH2:24][CH2:25][CH2:26][CH2:27]1>>[N+:1](=[O:2])([O-:3])[c:4]1[cH:5][cH:6][c:7]2[c:8]([cH:16]1)[CH2:9][CH2:10][CH:11]([CH2:13][OH:14])[O:12]2.